Dataset: the Open Reaction Database (ORD), a public repository of structured organic reaction records. Task: describe an organic reaction: reactants, conditions, products, and yield The reactants are ( b ), C(C)#N (acetonitrile), OC(C=CC=CCC=CCCCC(=O)O)CCCCC (12-hydroxyheptadeca-5,8,10-trienoic acid), ( a ), CCCCC[C@@H](/C=C/[C@H]1[C@H]2C[C@@H]([C@@H]1C/C=C\CCCC(=O)OCC(CO)O)OO2)O (PGH2-G). Run in CCCCC/C=C\C/C=C\C/C=C\C/C=C\CCCC(=O)OC(CO)CO (2-AG), O (H2O), CCCCC/C=C\C/C=C\C/C=C\C/C=C\CCCC(=O)OC(CO)CO (2-AG). Yields the product glyceryl esters, CCCCC[C@@H](/C=C/[C@H]1[C@@H](CC(=O)[C@@H]1C/C=C\CCCC(=O)O)O)O (PGE2), CCCCC[C@@H](/C=C/[C@@H]1[C@H]([C@H](CC1=O)O)C/C=C\CCCC(=O)O)O (PGD2). As a reaction SMILES: C(#N)C.[CH3:4][CH2:5][CH2:6][CH2:7][CH2:8][C@H:9]([OH:33])/[CH:10]=[CH:11]/[C@@H:12]1[C@@H:16]([CH2:17]/[CH:18]=[CH:19]\[CH2:20][CH2:21][CH2:22][C:23]([O:25]CC(O)CO)=[O:24])[C@H:15]2[O:31][O:32][C@@H:13]1[CH2:14]2.OC(CCCCC)C=CC=CCC=CCCCC(O)=O>O.CCCCC/C=C\C/C=C\C/C=C\C/C=C\CCCC(OC(CO)CO)=O>[CH3:4][CH2:5][CH2:6][CH2:7][CH2:8][C@H:9]([OH:33])/[CH:10]=[CH:11]/[C@@H:12]1[C@@H:16]([CH2:17]/[CH:18]=[CH:19]\[CH2:20][CH2:21][CH2:22][C:23]([OH:25])=[O:24])[C:15](=[O:31])[CH2:14][C@H:13]1[OH:32].[CH3:4][CH2:5][CH2:6][CH2:7][CH2:8][C@H:9]([OH:33])/[CH:10]=[CH:11]/[C@H:12]1[C:13](=[O:32])[CH2:14][C@H:15]([OH:31])[C@@H:16]1[CH2:17]/[CH:18]=[CH:19]\[CH2:20][CH2:21][CH2:22][C:23]([OH:25])=[O:24]. Procedure: In general, COX-2 enzymatic products can be detected or measured by a variety of methods. For example, reversed phase liquid chromatography-mass spectrometry is used to detect or measure COX-2 enzymatic produces. FIG. 12 is a selected-ion mass chromatogram of oxygenated 2-AG metabolites with (a) m/z=449.3 and (b) m/z=417.3 (Kozak et al. 2000, supra). For example, products are eluted with a 15-minute gradient of 20% to 100% acetonitrile in H2O (0.001% sodium acetate). LC/MS reveals the presence o... Starting materials: Cl.ClC1=NC=2CCNCC2C=C1 (2-chloro-5,6,7,8-tetrahydro-1,6-naphthyridine hydrochloride), ClCC(=O)N1CCN(CC1)C1CCC1 (1-(chloroacetyl)-4-cyclobutylpiperazine), C(=O)([O-])[O-].[K+].[K+] (K2CO3). Run in CC#N (CH3CN). Conditions: time 8 hour. Yields the product [NH4+].[OH-] (NH4OH), ClC1=NC=2CCN(CC2C=C1)CC(=O)N1CCN(CC1)C1CCC1 (2-chloro-6-[2-(4-cyclobutylpiperazin-1-yl)-2-oxoethyl]-5,6,7,8-tetrahydro-1,6-naphthyridine). RXN SMILES: Cl.[Cl:2][C:3]1[CH:12]=[CH:11][C:10]2[CH2:9][NH:8][CH2:7][CH2:6][C:5]=2[N:4]=1.Cl[CH2:14][C:15]([N:17]1[CH2:22][CH2:21][N:20]([CH:23]2[CH2:26][CH2:25][CH2:24]2)[CH2:19][CH2:18]1)=[O:16].C([O-])([O-])=O.[K+].[K+]>CC#N>[NH4+:4].[OH-:16].[Cl:2][C:3]1[CH:12]=[CH:11][C:10]2[CH2:9][N:8]([CH2:14][C:15]([N:17]3[CH2:22][CH2:21][N:20]([CH:23]4[CH2:26][CH2:25][CH2:24]4)[CH2:19][CH2:18]3)=[O:16])[CH2:7][CH2:6][C:5]=2[N:4]=1 |f:0.1,3.4.5,7.8|. Reported procedure: A mixture of 2-chloro-5,6,7,8-tetrahydro-1,6-naphthyridine hydrochloride (80 mg, 0.38 mmol), 1-(chloroacetyl)-4-cyclobutylpiperazine (82 mg, 0.38 mmol), K2CO3 (262 mg, 1.9 mmol) and KI (7 mg, 0.04 mmol) in CH3CN (15 mL) is stirred at rt overnight. The solvent is removed in vacuo and the residue is partitioned between water (10 mL) and EtOAc (20 mL). The layers are separated and the aqueous layer is extracted with EtOAc (2×10 mL). The combined extracts are dried and evaporated. The resulting oil ... The reactants are [OH-].[K+] (potassium hydroxide), C1(CCCCC1)ON1C(CC(CC1(C)C)OC(C)=O)(C)C (1-cyclohexyloxy-2,2,6,6-tetramethyl-4-acetoxypiperidine). The solvent is CO (methanol). Yields the product C1(CCCCC1)ON1C(CC(CC1(C)C)O)(C)C (1-Cyclohexyloxy-2,2,6,6-tetramethyl-4-hydroxypiperidine). RXN SMILES: [OH-].[K+].[CH:3]1([O:9][N:10]2[C:15]([CH3:17])([CH3:16])[CH2:14][CH:13]([O:18]C(=O)C)[CH2:12][C:11]2([CH3:23])[CH3:22])[CH2:8][CH2:7][CH2:6][CH2:5][CH2:4]1>CO>[CH:3]1([O:9][N:10]2[C:11]([CH3:22])([CH3:23])[CH2:12][CH:13]([OH:18])[CH2:14][C:15]2([CH3:17])[CH3:16])[CH2:4][CH2:5][CH2:6][CH2:7][CH2:8]1 |f:0.1|. Procedure details: 24 g (428 mmol) of potassium hydroxide are dissolved in 600 ml of methanol in a conical flask. 85 g (286 mmol) of 1-cyclohexyloxy-2,2,6,6-tetramethyl-4-acetoxypiperidine are poured into the warm solution with stirring. The mixture is subsequently poured onto ice and extracted with diethyl ether. After the diethyl ether solution has been dried over sodium sulfate, the ether is evaporated and the viscous residue is dissolved in 300 ml of warm acetonitrile. The solution is filtered and allowed to c... Reactants: [H-].[Na+] (Sodium hydride), C(#N)C=1C=CC2=C([C@H]([C@@H](C(O2)(C)C)O)N2C(CCCC2)=O)C1 (trans-6-cyano-3,4-dihydro-2,2-dimethyl-4-(2-oxo-1-piperidinyl)-2H-1-benzopyran-3-ol). The solvent is O1CCCC1 (tetrahydrofuran). The product is C(#N)C=1C=CC2=C(C(=CC(O2)(C)C)N2C(CCCC2)=O)C1 (6-Cyano-2,2-dimethyl-4-(2-oxo-1-piperidinyl)-2H-1-benzopyran). Yield: 4.3%. As a reaction SMILES: [H-].[Na+].[C:3]([C:5]1[CH:6]=[CH:7][C:8]2[O:13][C:12]([CH3:15])([CH3:14])[C@@H:11](O)[C@H:10]([N:17]3[CH2:22][CH2:21][CH2:20][CH2:19][C:18]3=[O:23])[C:9]=2[CH:24]=1)#[N:4]>O1CCCC1>[C:3]([C:5]1[CH:6]=[CH:7][C:8]2[O:13][C:12]([CH3:15])([CH3:14])[CH:11]=[C:10]([N:17]3[CH2:22][CH2:21][CH2:20][CH2:19][C:18]3=[O:23])[C:9]=2[CH:24]=1)#[N:4] |f:0.1|. Procedure: Sodium hydride (170 mg, 80% dispersion in oil) was added to a solution of trans-6-cyano-3,4-dihydro-2,2-dimethyl-4-(2-oxo-1-piperidinyl)-2H-1-benzopyran-3-ol (1.65 g) in anhydrous tetrahydrofuran (25 ml) and the reaction mixture stirred and heated under reflux for 48 hours. Work up as in Example 1, followed by chromatography (chromatotron--2 mm Silica gel HF254 --elution with ethyl acetate at 6 ml/min) gave one fraction (312 mg) which on recrystallisation from ethyl acetate gave the title compou... Reactants: C(Cl)Cl (CH2Cl2), CN1CCOCC1 (4-methylmorpholine), C=1C=CC2=C(C1)N=NN2O (HOBT), ClC=1C=CC2=C(CCC=3C(=NC=CC3)C2N2CCNCC2)C1 (8-CHLORO-11-(1-PIPERAZINYL)-6,11-DIHYDRO-5H-BENZO[5,6]CYCLOHEPTA[1,2-b]PYRIDINE). The solvent is CN(C)C=O (DMF). Conditions: time 22 hour. The product is ClC=1C=CC2=C(CCC=3C(=NC=CC3)C2N2CCN(CC2)C(CC2=CC=NC=C2)=O)C1 (8-CHLORO-5,6-DIHYDRO-11H-BENZO[5,6]CYCLO-HEPTA[1,2-b]PYRIDIN-11-YL-4-(4-PYRIDYLACETYL)-PIPERAZINE). Reaction SMILES: [Cl:1][C:2]1[CH:3]=[CH:4][C:5]2[CH:15]([N:16]3[CH2:21][CH2:20][NH:19][CH2:18][CH2:17]3)[C:10]3=[N:11][CH:12]=[CH:13][CH:14]=[C:9]3[CH2:8][CH2:7][C:6]=2[CH:22]=1.CN1CC[O:27][CH2:26][CH2:25]1.[CH:30]1[CH:31]=[CH:32][C:33]2N(O)N=[N:36][C:34]=2C=1.C(Cl)Cl>CN(C=O)C>[Cl:1][C:2]1[CH:3]=[CH:4][C:5]2[CH:15]([N:16]3[CH2:17][CH2:18][N:19]([C:26](=[O:27])[CH2:25][C:32]4[CH:31]=[CH:30][N:36]=[CH:34][CH:33]=4)[CH2:20][CH2:21]3)[C:10]3=[N:11][CH:12]=[CH:13][CH:14]=[C:9]3[CH2:8][CH2:7][C:6]=2[CH:22]=1. Reported procedure: To a mixture of 8.5 g (27.2 m mole) of 8-chloro-11-(1-piperazinyl)-6,11-dihydro-5H-benzo[5,6]cyclohepta[1 ,2-b]pyridine (Preparative Example 7) in 256 mL of anhydrous DMF at room temperature and under an argon atmosphere was added 2.98 g (27.2 m mole of 4-methylmorpholine, 7.81 g (27.2 m mole) of DEC, 3.68 g (27.2 m mole) of HOBT, and 3.72 g (27.2 m mole) of 4-pynidylacetic acid. The mixture was stirred at room temperature for 22 hours. The mixture was poured into 3300 mL of CH2Cl2 and washed wi...